From a dataset of the Open Reaction Database (ORD), a public repository of structured organic reaction records. describe an organic reaction: reactants, conditions, products, and yield The reactants are [OH-].[Na+] (NaOH), OC1=C(C=C(C(=O)OCC)C=C1)C1=CC=C(C=C1)OC (Ethyl 4-hydroxy-3-(4-methoxyphenyl)benzoate), OC1=C(C=C(C(=O)O)C=C1)C1=CC=C(C=C1)OC (4-hydroxy-3-(4-methoxyphenyl)benzoic acid), [H-].[H-].[H-].[H-].[Li+].[Al+3] (LiAlH4). Solvent: C1CCOC1 (THF). The product is OC1=C(C=C(CO)C=C1)C1=CC=C(C=C1)OC (4-hydroxy-3-(4-methoxyphenyl)benzyl alcohol). Reaction SMILES: [OH:1][C:2]1[CH:12]=[CH:11][C:5]([C:6](OCC)=[O:7])=[CH:4][C:3]=1[C:13]1[CH:18]=[CH:17][C:16]([O:19][CH3:20])=[CH:15][CH:14]=1.OC1C=CC(C(O)=O)=CC=1C1C=CC(OC)=CC=1.[H-].[H-].[H-].[H-].[Li+].[Al+3].[OH-].[Na+]>C1COCC1>[OH:1][C:2]1[CH:12]=[CH:11][C:5]([CH2:6][OH:7])=[CH:4][C:3]=1[C:13]1[CH:18]=[CH:17][C:16]([O:19][CH3:20])=[CH:15][CH:14]=1 |f:2.3.4.5.6.7,8.9|. Reported procedure: A solution of Ethyl 4-hydroxy-3-(4-methoxyphenyl)benzoate and 4-hydroxy-3-(4-methoxyphenyl)benzoic acid (5.3 g, 19.47 mmol) in anhydrous THF (100 mL) was cooled to 0° C. and treated with LiAlH4 (2.95 g, 77.8 mmol); the mixture was then heated at 65 C for one hour then cooled and aqueous NaOH (5%, 19.4 mL) was added drop wise. The resulting precipitate was filtered off and the filtrate concentrated under reduced pressure to afford 5.54 g of crude product. Starting materials: CCN1CC(c2cccc(F)c2F)CCC(NC(=NC#N)Oc2ccccc2)C1=O, CCCCCO, CCN(C(C)C)C(C)C, Cl, Cl, O=c1[nH]c2ncccc2n1C1CCNCC1. The product is CCN1CC(c2cccc(F)c2F)CCC(NC(=NC#N)N2CCC(n3c(=O)[nH]c4ncccc43)CC2)C1=O. Reaction SMILES: [C:1](#[N:2])[N:3]=[C:4]([NH:5][CH:6]1[C:7](=[O:23])[N:8]([CH2:21][CH3:22])[CH2:9][CH:10]([c:13]2[c:14]([F:20])[c:15]([F:19])[cH:16][cH:17][cH:18]2)[CH2:11][CH2:12]1)[O:24][c:25]1[cH:26][cH:27][cH:28][cH:29][cH:30]1.[CH2:58]([OH:59])[CH2:60][CH2:61][CH2:62][CH3:63].[CH:49]([N:50]([CH2:51][CH3:52])[CH:53]([CH3:54])[CH3:55])([CH3:56])[CH3:57].[ClH:31].[ClH:32].[O:33]=[c:34]1[n:35]([CH:43]2[CH2:44][CH2:45][NH:46][CH2:47][CH2:48]2)[c:36]2[c:37]([n:38][cH:39][cH:40][cH:41]2)[nH:42]1>>[C:1](#[N:2])[N:3]=[C:4]([NH:5][CH:6]1[C:7](=[O:23])[N:8]([CH2:21][CH3:22])[CH2:9][CH:10]([c:13]2[c:14]([F:20])[c:15]([F:19])[cH:16][cH:17][cH:18]2)[CH2:11][CH2:12]1)[N:46]1[CH2:45][CH2:44][CH:43]([n:35]2[c:34](=[O:33])[nH:42][c:37]3[c:36]2[cH:41][cH:40][cH:39][n:38]3)[CH2:48][CH2:47]1. Starting materials: CS(C)=O, CC(=O)Nc1nc(C)c(-c2ccc(N)cc2)s1, O=C1CCC(=O)N1Br, O. Product: CC(=O)Nc1nc(C)c(-c2ccc(N)c(Br)c2)s1. RXN SMILES: [CH3:26][S:27]([CH3:28])=[O:29].[NH2:9][c:10]1[cH:11][cH:12][c:13](-[c:16]2[c:17]([CH3:25])[n:18][c:19]([NH:21][C:22]([CH3:23])=[O:24])[s:20]2)[cH:14][cH:15]1.[O:1]=[C:2]1[N:3]([Br:8])[C:4](=[O:5])[CH2:6][CH2:7]1.[OH2:30]>>[Br:8][c:15]1[c:10]([NH2:9])[cH:11][cH:12][c:13](-[c:16]2[c:17]([CH3:25])[n:18][c:19]([NH:21][C:22]([CH3:23])=[O:24])[s:20]2)[cH:14]1. Starting materials: CCOC(=O)C1CC=CCCN(C(=O)OC(C)(C)C)C1, CCOC(C)=O, Cl. The product is CCOC(=O)C1CC=CCCNC1. Reaction SMILES: [C:1]([O:2][C:3](=[O:4])[N:8]1[CH2:9][CH2:10][CH:11]=[CH:12][CH2:13][CH:14]([C:16](=[O:17])[O:18][CH2:19][CH3:20])[CH2:15]1)([CH3:5])([CH3:6])[CH3:7].[CH3:22][CH2:23][O:24][C:25](=[O:26])[CH3:27].[ClH:21]>>[NH:8]1[CH2:9][CH2:10][CH:11]=[CH:12][CH2:13][CH:14]([C:16](=[O:17])[O:18][CH2:19][CH3:20])[CH2:15]1. Reactants: O=C(NCc1cn(-c2ccccc2)c2cc(Cl)ccc2c1=O)c1cnc(Br)s1, OCC1CCNCC1. The product is O=C(NCc1cn(-c2ccccc2)c2cc(Cl)ccc2c1=O)c1cnc(N2CCC(CO)CC2)s1. Reaction SMILES: [Br:1][c:2]1[s:3][c:4]([C:7](=[O:8])[NH:9][CH2:10][c:11]2[cH:12][n:13](-[c:23]3[cH:24][cH:25][cH:26][cH:27][cH:28]3)[c:14]3[cH:15][c:16]([Cl:22])[cH:17][cH:18][c:19]3[c:20]2=[O:21])[cH:5][n:6]1.[OH:29][CH2:30][CH:31]1[CH2:32][CH2:33][NH:34][CH2:35][CH2:36]1>>[c:2]1([N:34]2[CH2:33][CH2:32][CH:31]([CH2:30][OH:29])[CH2:36][CH2:35]2)[s:3][c:4]([C:7](=[O:8])[NH:9][CH2:10][c:11]2[cH:12][n:13](-[c:23]3[cH:24][cH:25][cH:26][cH:27][cH:28]3)[c:14]3[cH:15][c:16]([Cl:22])[cH:17][cH:18][c:19]3[c:20]2=[O:21])[cH:5][n:6]1.